From a dataset of the Open Reaction Database (ORD), a public repository of structured organic reaction records. describe an organic reaction: reactants, conditions, products, and yield The reactants are COc1ccc(Br)cc1C=O, O=c1cc(N2CCNCC2)nc[nH]1. The product is COc1ccc(Br)cc1CN1CCN(c2cc(=O)[nH]cn2)CC1. As a reaction SMILES: [Br:14][c:15]1[cH:16][cH:17][c:18]([O:23][CH3:24])[c:19]([CH:20]=[O:21])[cH:22]1.[N:1]1([c:7]2[cH:8][c:9](=[O:13])[nH:10][cH:11][n:12]2)[CH2:2][CH2:3][NH:4][CH2:5][CH2:6]1>>[N:1]1([c:7]2[cH:8][c:9](=[O:13])[nH:10][cH:11][n:12]2)[CH2:2][CH2:3][N:4]([CH2:20][c:19]2[c:18]([O:23][CH3:24])[cH:17][cH:16][c:15]([Br:14])[cH:22]2)[CH2:5][CH2:6]1. The reactants are CC=1C=NN(C1)C1=CC=C(C=O)C=C1 (4-(4-Methyl-1H-pyrazol-1-yl)benzaldehyde), N1(N=CC=C1)C1=CC=C(C=O)C=C1 (4-(1H-pyrazol-1-yl)-benzaldehyde). Yields the product CC=1C=NN(C1)C1=CC=C(C=C1)C=CC=O (3-[4-(4-Methyl-1H-pyrazol-1-yl)phenyl]-2-propenal). RXN SMILES: [CH3:1][C:2]1[CH:3]=[N:4][N:5]([C:7]2[CH:14]=[CH:13][C:10]([CH:11]=O)=[CH:9][CH:8]=2)[CH:6]=1.N1(C2C=C[C:23]([CH:24]=[O:25])=CC=2)C=CC=N1>>[CH3:1][C:2]1[CH:3]=[N:4][N:5]([C:7]2[CH:14]=[CH:13][C:10]([CH:11]=[CH:23][CH:24]=[O:25])=[CH:9][CH:8]=2)[CH:6]=1. Procedure details: The title compound was prepared by a procedure analogous to Reference Example 30 by substituting 4-(4-methyl-1H-pyrazol-1-yl)-benzaldehyde (prepared as described in Reference Example 4) for the 4-(1H-pyrazol-1-yl)-benzaldehyde of Reference Example 30. MS 213 (M+H)+. The reactants are CC(C)(C)OC(=O)N1CCNCC1, CCN=C=NCCCN(C)C, CCN(C(C)C)C(C)C, Cl, CN(C)C=O, O, On1nnc2ccccc21, O=C(O)c1cccc(F)c1. The product is CC(C)(C)OC(=O)N1CCN(C(=O)c2cccc(F)c2)CC1. RXN SMILES: [C:32]([CH3:33])([CH3:34])([CH3:35])[O:36][C:37](=[O:38])[N:39]1[CH2:40][CH2:41][NH:42][CH2:43][CH2:44]1.[CH3:20][CH2:21][N:22]=[C:23]=[N:24][CH2:25][CH2:26][CH2:27][N:28]([CH3:29])[CH3:30].[CH:11]([N:12]([CH2:13][CH3:14])[CH:15]([CH3:16])[CH3:17])([CH3:18])[CH3:19].[ClH:31].[O:55]=[CH:56][N:57]([CH3:58])[CH3:59].[OH2:60].[OH:1][n:2]1[c:3]2[c:4]([cH:5][cH:6][cH:7][cH:8]2)[n:9][n:10]1.[OH:45][C:46](=[O:47])[c:48]1[cH:49][cH:50][cH:51][c:52]([F:53])[cH:54]1>>[C:32]([CH3:33])([CH3:34])([CH3:35])[O:36][C:37](=[O:38])[N:39]1[CH2:40][CH2:41][N:42]([C:46](=[O:45])[c:48]2[cH:49][cH:50][cH:51][c:52]([F:53])[cH:54]2)[CH2:43][CH2:44]1. Reactants: FC(C(CC1(CCOC2=CC=C(C=C12)F)C)=O)(F)F (1,1,1-trifluoro-3-(6-fluoro-4-methylchroman-4-yl)propan-2-one), N1=CC=C(C)C2=CC=CC=C12 (lepidine), solution, C(C)(C)[N-]C(C)C.[Li+] (lithium diisopropyl amide). The solvent is C1CCOC1 (THF), C1CCOC1 (THF), C1CCOC1.C(C)C1=CC=CC=C1.CCCCCCC (THF ethyl benzene heptane). Reaction conditions: temperature -30 celsius, time 30 minute. Yields the product FC(C(CC1(CCOC2=CC=C(C=C12)F)C)(O)CC1=CC=NC2=CC=CC=C12)(F)F (1,1,1-Trifluoro-3-(6-fluoro-4-methylchroman-4-yl)-2-quinolin-4-ylmethylpropan-2-ol). The yield is 6.6%. RXN SMILES: [N:1]1[C:11]2[C:6](=[CH:7][CH:8]=[CH:9][CH:10]=2)[C:4]([CH3:5])=[CH:3][CH:2]=1.C([N-]C(C)C)(C)C.[Li+].[F:20][C:21]([F:38])([F:37])[C:22](=[O:36])[CH2:23][C:24]1([CH3:35])[C:33]2[C:28](=[CH:29][CH:30]=[C:31]([F:34])[CH:32]=2)[O:27][CH2:26][CH2:25]1>C1COCC1.C1COCC1.C(C1C=CC=CC=1)C.CCCCCCC>[F:38][C:21]([F:20])([F:37])[C:22]([CH2:5][C:4]1[C:6]2[C:11](=[CH:10][CH:9]=[CH:8][CH:7]=2)[N:1]=[CH:2][CH:3]=1)([OH:36])[CH2:23][C:24]1([CH3:35])[C:33]2[C:28](=[CH:29][CH:30]=[C:31]([F:34])[CH:32]=2)[O:27][CH2:26][CH2:25]1 |f:1.2,5.6.7|. Procedure details: To a chilled (−78° C.) solution of 105.2 μL (0.79 mmol) of lepidine in 5 mL of THF at −78° C. was added 398 μL (0.79 mmol) of a 2 M solution of lithium diisopropyl amide in THF/ethyl benzene/heptane. The reaction was then warmed to −30° C. After 30 minutes, the mixture was cooled to −78° C. and then 200 mg (0.724 mmol) of 1,1,1-trifluoro-3-(6-fluoro-4-methylchroman-4-yl)propan-2-one (Example 1) in 1 μL of THF was added. The reaction mixture was warmed to room temperature for 1 hour and monitored... As a reaction SMILES: [C:24]([BH3-:25])#[N:26].[CH2:15]([c:16]1[cH:17][cH:18][cH:19][cH:20][cH:21]1)[O:22][NH2:23].[CH3:1][O:2][c:3]1[c:4]([CH:5]=[O:6])[c:7]([O:13][CH3:14])[cH:8][c:9]([O:11][CH3:12])[cH:10]1.[Cl:31][CH2:32][Cl:33].[ClH:28].[Na+:27].[Na+:30].[OH-:29]>>[CH3:1][O:2][c:3]1[c:4]([CH2:5][NH:23][O:22][CH2:15][c:16]2[cH:17][cH:18][cH:19][cH:20][cH:21]2)[c:7]([O:13][CH3:14])[cH:8][c:9]([O:11][CH3:12])[cH:10]1. The product is COc1cc(OC)c(CNOCc2ccccc2)c(OC)c1. Reactants: [BH3-]C#N, NOCc1ccccc1, COc1cc(OC)c(C=O)c(OC)c1, ClCCl, Cl, [Na+], [Na+], [OH-].